Dataset: the Open Reaction Database (ORD), a public repository of structured organic reaction records. Task: describe an organic reaction: reactants, conditions, products, and yield Starting materials: Br.NC1C(NC2=C(C(=N1)C1=CC=CC=C1)C=CC=C2)=O (3-amino-2,3-dihydro-2-oxo-5-phenyl-1H-1,4-benzodiazepine hydrogen bromide), 4-methoxybenzyl, [NH4+].[NH4+].[N+](=O)([O-])[O-].[N+](=O)([O-])[O-].[N+](=O)([O-])[O-].[N+](=O)([O-])[O-].[N+](=O)([O-])[O-].[N+](=O)([O-])[O-].[Ce+4] (ammonium cerium IV nitrate), C(=O)([O-])C(O)C(O)C(=O)[O-].[K+].[K+] (potassium tartrate), Br.C(C)(=O)O.N1[C@@H](CCC1=O)C(=O)O (HBr acetic acid (L)-pyroglutamic acid), C(CCl)Cl (EDC), C=1C=CC2=C(C1)N=NN2O (HOBT), C(C)(C)N(CC)C(C)C (diisopropylethylamine). The solvent is CN(C)C=O (DMF), C(C)#N (acetonitrile). Conditions: time 18 hour. The product is O=C1CC[C@H](N1)C(=O)NC1C(NC2=C(C(=N1)C1=CC=CC=C1)C=CC=C2)=O (3-[5-Oxo-pyrrolidine-2(S)-carbonylamino]-2,3-dihydro-2-oxo-5-phenyl-1H -1,4-benzodiazepine). Reaction SMILES: Br.[NH2:2][CH:3]1[N:9]=[C:8]([C:10]2[CH:15]=[CH:14][CH:13]=[CH:12][CH:11]=2)[C:7]2[CH:16]=[CH:17][CH:18]=[CH:19][C:6]=2[NH:5][C:4]1=[O:20].[NH4+].[NH4+].[N+]([O-])([O-])=O.[N+]([O-])([O-])=O.[N+]([O-])([O-])=O.[N+]([O-])([O-])=O.[N+]([O-])([O-])=O.[N+]([O-])([O-])=O.[Ce+4].C(C(C(C([O-])=O)O)O)([O-])=O.[K+].[K+].Br.C(O)(=O)C.[NH:65]1[C:69](=[O:70])[CH2:68][CH2:67][C@H:66]1[C:71](O)=[O:72].C(Cl)CCl.C1C=CC2N(O)N=NC=2C=1.C(N(C(C)C)CC)(C)C>CN(C=O)C.C(#N)C>[O:70]=[C:69]1[NH:65][C@H:66]([C:71]([NH:2][CH:3]2[N:9]=[C:8]([C:10]3[CH:15]=[CH:14][CH:13]=[CH:12][CH:11]=3)[C:7]3[CH:16]=[CH:17][CH:18]=[CH:19][C:6]=3[NH:5][C:4]2=[O:20])=[O:72])[CH2:67][CH2:68]1 |f:0.1,2.3.4.5.6.7.8.9.10,11.12.13,14.15.16|. Procedure details: A solution of 3-amino-2,3-dihydro-2-oxo-5-phenyl-1H-1,4-benzodiazepine hydrogen bromide (142 mg, 0.426 mmol), prepared by sequential treatment of an aqueous acetonitrile solution of the 4-methoxybenzyl derivative from example 5 with ammonium cerium IV nitrate, potassium tartrate solution and HBr/acetic acid-(L)-pyroglutamic acid (60.2 mg, 0.466 mmol), EDC (91 mg, 0.473 mmol), HOBT (63.5 mg, 0.473 mmol), and diisopropylethylamine (0.082 ml, 0.473 mmol) in DMF (5 ml) was stirred at room temperatur... Product: FC1=C(C=CC(=C1)F)NC(=O)NC1=CC(=C(OCCCC(C(=O)OC)(C)C)C=C1C)C (5-[4-[[[(2,4-Difluorophenyl)amino]carbonyl]amino1-2,5-dimethylphenoxy]-2,2-dimethylpentanoic acid, methyl ester). RXN SMILES: [NH2:1][C:2]1[C:18]([CH3:19])=[CH:17][C:5]([O:6][CH2:7][CH2:8][CH2:9][C:10]([CH3:16])([CH3:15])[C:11]([O:13][CH3:14])=[O:12])=[C:4]([CH3:20])[CH:3]=1.[F:21][C:22]1[CH:27]=[C:26]([F:28])[CH:25]=[CH:24][C:23]=1[N:29]=[C:30]=[O:31]>C1(C)C=CC=CC=1>[F:21][C:22]1[CH:27]=[C:26]([F:28])[CH:25]=[CH:24][C:23]=1[NH:29][C:30]([NH:1][C:2]1[C:18]([CH3:19])=[CH:17][C:5]([O:6][CH2:7][CH2:8][CH2:9][C:10]([CH3:15])([CH3:16])[C:11]([O:13][CH3:14])=[O:12])=[C:4]([CH3:20])[CH:3]=1)=[O:31]. Reaction conditions: temperature 50 celsius, time 8 hour. Starting materials: NC1=CC(=C(OCCCC(C(=O)OC)(C)C)C=C1C)C (5-(4-Amino-2,5-dimethylphenoxy)-2,2-dimethylpentanoic acid, methyl ester), FC1=C(C=CC(=C1)F)N=C=O (2,4-difluorophenyl isocyanate). Procedure: 5-(4-Amino-2,5-dimethylphenoxy)-2,2-dimethylpentanoic acid, methyl ester as the free base (Example 2) (4.15 g, 15 mmol) in 50 mL of toluene, 2.33 g (15 mmol) of 2,4-difluorophenyl isocyanate is added and the solution is stirred at 50° C. for 18 hours overnight. The solid mixture is evaporated on a rotary evaporator; the precipitate is taken up in acetonitrile, treated with charcoal, filtered, evaporated, and the residual, crystalline precipitate is recrystallized from 70 mL of toluene: 50 mL of ... Run in C1(=CC=CC=C1)C (toluene).